Dataset: the Open Reaction Database (ORD), a public repository of structured organic reaction records. Task: describe an organic reaction: reactants, conditions, products, and yield Reactants: BrC1=CC=C(S1)C1N=C(OC1)C1=C(C=CC=C1F)F (4-(5-bromo-2-thienyl)-2-(2,6-difluorophenyl)4,5-dihydrooxazole), C([O-])([O-])=O.[Na+].[Na+] (sodium carbonate), C1(=CC=CC=C1)B(O)O (phenylboronic acid). Reagents/catalysts: C=1C=CC(=CC1)[P](C=2C=CC=CC2)(C=3C=CC=CC3)[Pd]([P](C=4C=CC=CC4)(C=5C=CC=CC5)C=6C=CC=CC6)([P](C=7C=CC=CC7)(C=8C=CC=CC8)C=9C=CC=CC9)[P](C=1C=CC=CC1)(C=1C=CC=CC1)C=1C=CC=CC1 (Pd (PPh3)4). Solvent: C1(=CC=CC=C1)C (toluene), CO (methanol). Reaction conditions: temperature 80 celsius, time 2 hour. Yields the product FC1=C(C(=CC=C1)F)C=1OCC(N1)C=1SC(=CC1)C1=CC=CC=C1 (2-(2,6-difluorophenyl)-4,5-dihydro-4-(5-phenyl-2-thienyl)oxazole). The yield is 83.0%. As a reaction SMILES: Br[C:2]1[S:6][C:5]([CH:7]2[CH2:11][O:10][C:9]([C:12]3[C:17]([F:18])=[CH:16][CH:15]=[CH:14][C:13]=3[F:19])=[N:8]2)=[CH:4][CH:3]=1.C(=O)([O-])[O-].[Na+].[Na+].[C:26]1(B(O)O)[CH:31]=[CH:30][CH:29]=[CH:28][CH:27]=1>C1(C)C=CC=CC=1.CO.C1C=CC([P]([Pd]([P](C2C=CC=CC=2)(C2C=CC=CC=2)C2C=CC=CC=2)([P](C2C=CC=CC=2)(C2C=CC=CC=2)C2C=CC=CC=2)[P](C2C=CC=CC=2)(C2C=CC=CC=2)C2C=CC=CC=2)(C2C=CC=CC=2)C2C=CC=CC=2)=CC=1>[F:19][C:13]1[CH:14]=[CH:15][CH:16]=[C:17]([F:18])[C:12]=1[C:9]1[O:10][CH2:11][CH:7]([C:5]2[S:6][C:2]([C:26]3[CH:31]=[CH:30][CH:29]=[CH:28][CH:27]=3)=[CH:3][CH:4]=2)[N:8]=1 |f:1.2.3,^1:47,49,68,87|. Procedure details: To a solution of 100 mg (0.3 mmol) of the product of Step D of Example 2 in 0.6 mL toluene was added successively 10.4 mg (0.009 mmol) of Pd (PPh3)4, 0.3 mL of 2.0 m sodium carbonate, and 44 mg (0.36 mmol) of phenylboronic acid in 0.15 mL of methanol. The mixture was stirred at 80° C. for 2 h. It was cooled and partitioned between 25 mL of 2.0 m sodium carbonate containing 2.5 mL of ammonium hydroxide solution and 25 mL of methylene chloride. The methylene chloride layer was washed with brine, d... Reactants: CC(=CCC=1C=C(C=O)C=CC1)C (3-(3-methyl-2-butenyl)benzaldehyde), O (Water), C(C)OCC (ethyl ether), [BH4-].[Na+] (sodium borohydride). Solvent: C(C)O (ethanol). Run at time 1 hour. Yields the product CC(=CCC=1C=C(CO)C=CC1)C (3-(3-methyl-2-butenyl)benzyl alcohol). The yield is 91.9%. RXN SMILES: [CH3:1][C:2]([CH3:13])=[CH:3][CH2:4][C:5]1[CH:6]=[C:7]([CH:10]=[CH:11][CH:12]=1)[CH:8]=[O:9].[BH4-].[Na+].O.C(OCC)C>C(O)C>[CH3:1][C:2]([CH3:13])=[CH:3][CH2:4][C:5]1[CH:6]=[C:7]([CH:10]=[CH:11][CH:12]=1)[CH2:8][OH:9] |f:1.2|. Procedure: 170 mg of the aldehyde compound was dissolved in 20 ml of ethanol, and 100 mg of sodium borohydride was added. The mixture was stirred at room temperature for 1 hour. Water and ethyl ether were added to the reaction mixture to dilute it, and it was then worked up in a customary manner to give 158 mg (yield 92%) of 3-(3-methyl-2-butenyl)benzyl alcohol. Reactants: CN(C)C(c1ccccc1)C1CCCCC1O, CS(C)=O, Fc1cccc(CCl)c1. Product: CN(C)C(c1ccccc1)C1CCCCC1OCc1cccc(F)c1, Cl. Reaction SMILES: [CH3:1][N:2]([CH3:3])[CH:4]([CH:5]1[CH:6]([OH:11])[CH2:7][CH2:8][CH2:9][CH2:10]1)[c:12]1[cH:13][cH:14][cH:15][cH:16][cH:17]1.[CH3:27][S:28]([CH3:29])=[O:30].[F:18][c:19]1[cH:20][c:21]([CH2:22][Cl:23])[cH:24][cH:25][cH:26]1>>[CH3:1][N:2]([CH3:3])[CH:4]([CH:5]1[CH:6]([O:11][CH2:22][c:21]2[cH:20][c:19]([F:18])[cH:26][cH:25][cH:24]2)[CH2:7][CH2:8][CH2:9][CH2:10]1)[c:12]1[cH:13][cH:14][cH:15][cH:16][cH:17]1.[ClH:23]. Starting materials: O=C(n1ccnc1)n1ccnc1, C1CCOC1, NCCCCCC(O)(c1ccccc1)c1ccccc1, O=C(O)C=Cc1cccnc1. Yields the product O=C(C=Cc1cccnc1)NCCCCCC(O)(c1ccccc1)c1ccccc1. Reaction SMILES: [C:12]([n:13]1[cH:14][cH:15][n:16][cH:17]1)([n:18]1[cH:19][cH:20][n:21][cH:22]1)=[O:23].[CH2:44]1[O:45][CH2:46][CH2:47][CH2:48]1.[OH:24][C:25]([CH2:26][CH2:27][CH2:28][CH2:29][CH2:30][NH2:31])([c:32]1[cH:33][cH:34][cH:35][cH:36][cH:37]1)[c:38]1[cH:39][cH:40][cH:41][cH:42][cH:43]1.[n:1]1[cH:2][c:3]([CH:7]=[CH:8][C:9](=[O:10])[OH:11])[cH:4][cH:5][cH:6]1>>[n:1]1[cH:2][c:3]([CH:7]=[CH:8][C:9](=[O:11])[NH:31][CH2:30][CH2:29][CH2:28][CH2:27][CH2:26][C:25]([OH:24])([c:32]2[cH:33][cH:34][cH:35][cH:36][cH:37]2)[c:38]2[cH:39][cH:40][cH:41][cH:42][cH:43]2)[cH:4][cH:5][cH:6]1. Yields the product Cl.NC(CO)(CCC=1SC=C(C1)C(CCCCC1=CC=CC=C1)=O)C (2-Amino-2-methyl-4-[4-(5-phenylpentanoyl)thiophen-2-yl]butan-1-ol hydrochloride). As a reaction SMILES: [ClH:1].[NH2:2][C:3]([CH3:24])([CH2:6][CH2:7][C:8]1[S:9][CH:10]=[C:11]([C:13]#[C:14][CH2:15][CH2:16][CH2:17][C:18]2[CH:23]=[CH:22][CH:21]=[CH:20][CH:19]=2)[CH:12]=1)[CH2:4][OH:5].S(=O)(=O)(O)[OH:26].[OH-].[Na+]>CO>[ClH:1].[NH2:2][C:3]([CH3:24])([CH2:6][CH2:7][C:8]1[S:9][CH:10]=[C:11]([C:13](=[O:26])[CH2:14][CH2:15][CH2:16][CH2:17][C:18]2[CH:19]=[CH:20][CH:21]=[CH:22][CH:23]=2)[CH:12]=1)[CH2:4][OH:5] |f:0.1,3.4,6.7|. Isolated yield 53.0%. Run in CO (methanol). Starting materials: S(O)(O)(=O)=O (sulfuric acid), Cl.NC(CO)(CCC=1SC=C(C1)C#CCCCC1=CC=CC=C1)C (2-Amino-2-methyl-4-[4-(5-phenylpent-1-ynyl)thiophen-2-yl]butan-1-ol hydrochloride), [OH-].[Na+] (sodium hydroxide). Procedure: 2-Amino-2-methyl-4-[4-(5-phenylpent-1-ynyl)thiophen-2-yl]butan-1-ol hydrochloride (178 mg, 0.49 mmol) obtained in Example 26 (i) was dissolved in methanol (2 ml), and 6N sulfuric acid (2 ml) was added thereto followed by heating under reflux for 4 hours. After the reaction solution was made alkaline with a 1N aqueous sodium hydroxide solution, the resulting solution was extracted with dichloromethane. The dichloromethane layer was dried over anhydrous sodium sulfate, and the solvent was evaporat...